Dataset: the Open Reaction Database (ORD), a public repository of structured organic reaction records. Task: describe an organic reaction: reactants, conditions, products, and yield Starting materials: CCCCc1nc2ccc(N(Cc3ccccc3)S(=O)(=O)c3ccc(Cl)cc3)cc2n1Cc1ccc(-c2ccccc2C(=O)OC(C)(C)C)cc1, ClCCl, O=C(O)C(F)(F)F. The product is CCCCc1nc2ccc(N(Cc3ccccc3)S(=O)(=O)c3ccc(Cl)cc3)cc2n1Cc1ccc(-c2ccccc2C(=O)O)cc1. Reaction SMILES: [CH2:1]([CH2:2][CH2:3][CH3:4])[c:5]1[n:6][c:7]2[c:8]([n:9]1[CH2:10][c:11]1[cH:12][cH:13][c:14](-[c:17]3[c:18]([C:23](=[O:24])[O:25][C:26]([CH3:27])([CH3:28])[CH3:29])[cH:19][cH:20][cH:21][cH:22]3)[cH:15][cH:16]1)[cH:30][c:31]([N:34]([S:35](=[O:36])(=[O:37])[c:38]1[cH:39][cH:40][c:41]([Cl:44])[cH:42][cH:43]1)[CH2:45][c:46]1[cH:47][cH:48][cH:49][cH:50][cH:51]1)[cH:32][cH:33]2.[CH2:59]([Cl:60])[Cl:61].[OH:52][C:53]([C:54]([F:55])([F:56])[F:57])=[O:58]>>[CH2:1]([CH2:2][CH2:3][CH3:4])[c:5]1[n:6][c:7]2[c:8]([n:9]1[CH2:10][c:11]1[cH:12][cH:13][c:14](-[c:17]3[c:18]([C:23](=[O:24])[OH:25])[cH:19][cH:20][cH:21][cH:22]3)[cH:15][cH:16]1)[cH:30][c:31]([N:34]([S:35](=[O:36])(=[O:37])[c:38]1[cH:39][cH:40][c:41]([Cl:44])[cH:42][cH:43]1)[CH2:45][c:46]1[cH:47][cH:48][cH:49][cH:50][cH:51]1)[cH:32][cH:33]2. The reactants are 1d, [OH-].[Na+] (NaOH), ClC1=C(C=O)C=CC=C1 (2-chlorobenzaldehyde), CC(=O)C (acetone). Solvent: O (H2O), CCO (EtOH). Product: ClC1=C(C=CC=C1)\C=C\C(\C=C\C1=C(C=CC=C1)Cl)=O ((1E,4E)-1,5-Bis(2-chloro-phenyl)-penta-1,4-dien-3-one). Isolated yield 67.8%. Reaction SMILES: [OH-].[Na+].[Cl:3][C:4]1[CH:11]=[CH:10][CH:9]=[CH:8][C:5]=1[CH:6]=O.[CH3:12][C:13]([CH3:15])=[O:14]>O.CCO>[Cl:3][C:4]1[CH:11]=[CH:10][CH:9]=[CH:8][C:5]=1/[CH:6]=[CH:12]/[C:13](=[O:14])/[CH:15]=[CH:6]/[C:5]1[CH:8]=[CH:9][CH:10]=[CH:11][C:4]=1[Cl:3] |f:0.1|. Procedure details: A solution of NaOH (1.4 g, 142 mmol) in H2O (60 mL) and EtOH (60 mL) was added to a mixture of 2-chlorobenzaldehyde (8 mL, 72 mmol) in acetone (2.6 mL, 36 mmol). The reaction mixture was stirred for 1d at room temperature and the resulting precipitate was filtered, washed with H2O, recrystallized from EtOAc and dried in vacuo to obtain NW268 as a bright yellow solid (7.4 g, 69%). mp: 107-109° C. 1H NMR (250 MHz, CDCl3) δ (ppm): 8.15 (d, 3J=16.0 Hz, 2H, Hvin), 7.79-7.66 (m, 2H, HAr), 7.51-7.29 (m... Starting materials: [Br-], C1CCOC1, C[Mg+], Cl, Fc1ccc(C2CCNCC2)cc1, O, O=CC1CN(C(=O)c2cccc3ccccc23)CC1c1ccsc1, c1ccccc1. The product is O=C(c1cccc2ccccc12)N1CC(CCN2CCC(c3ccc(F)cc3)CC2)C(c2ccsc2)C1. RXN SMILES: [Br-:39].[CH2:48]1[O:49][CH2:50][CH2:51][CH2:52]1.[CH3:40][Mg+:41].[ClH:38].[F:25][c:26]1[cH:27][cH:28][c:29]([CH:32]2[CH2:33][CH2:34][NH:35][CH2:36][CH2:37]2)[cH:30][cH:31]1.[OH2:53].[c:1]1([C:11](=[O:12])[N:13]2[CH2:14][CH:15]([CH:23]=[O:24])[CH:16]([c:18]3[cH:19][s:20][cH:21][cH:22]3)[CH2:17]2)[cH:2][cH:3][cH:4][c:5]2[cH:6][cH:7][cH:8][cH:9][c:10]12.[cH:42]1[cH:43][cH:44][cH:45][cH:46][cH:47]1>>[c:1]1([C:11](=[O:12])[N:13]2[CH2:14][CH:15]([CH2:23][CH2:40][N:35]3[CH2:34][CH2:33][CH:32]([c:29]4[cH:28][cH:27][c:26]([F:25])[cH:31][cH:30]4)[CH2:37][CH2:36]3)[CH:16]([c:18]3[cH:19][s:20][cH:21][cH:22]3)[CH2:17]2)[cH:2][cH:3][cH:4][c:5]2[cH:6][cH:7][cH:8][cH:9][c:10]12. As a reaction SMILES: [CH2:28]1[CH2:29][O:30][CH2:31][CH2:32][NH:33]1.[nH:1]1[cH:2][cH:3][c:4]2[cH:5][c:6]([O:10][c:11]3[n:12][cH:13][n:14][c:15]4[cH:16][c:17]([O:23][CH2:24][CH:25]5[O:26][CH2:27]5)[c:18]([O:21][CH3:22])[cH:19][c:20]34)[cH:7][cH:8][c:9]12>>[nH:1]1[cH:2][cH:3][c:4]2[cH:5][c:6]([O:10][c:11]3[n:12][cH:13][n:14][c:15]4[cH:16][c:17]([O:23][CH2:24][CH:25]([OH:26])[CH2:27][N:33]5[CH2:28][CH2:29][O:30][CH2:31][CH2:32]5)[c:18]([O:21][CH3:22])[cH:19][c:20]34)[cH:7][cH:8][c:9]12. Product: COc1cc2c(Oc3ccc4[nH]ccc4c3)ncnc2cc1OCC(O)CN1CCOCC1. The reactants are C1COCCN1, COc1cc2c(Oc3ccc4[nH]ccc4c3)ncnc2cc1OCC1CO1. Starting materials: CC(C)(C)c1ccc(C(=O)O)c([N+](=O)[O-])c1, CCO, [H][H]. Product: CC(C)(C)c1ccc(C(=O)O)c(N)c1. Reaction SMILES: [C:1]([CH3:2])([CH3:3])([CH3:4])[c:5]1[cH:6][c:7]([N+:14]([O-:15])=[O:16])[c:8]([C:9](=[O:10])[OH:11])[cH:12][cH:13]1.[CH3:19][CH2:20][OH:21].[H:17][H:18]>>[C:1]([CH3:2])([CH3:3])([CH3:4])[c:5]1[cH:6][c:7]([NH2:14])[c:8]([C:9](=[O:10])[OH:11])[cH:12][cH:13]1.